This data is from the Open Reaction Database (ORD), a public repository of structured organic reaction records. The task is: describe an organic reaction: reactants, conditions, products, and yield The reactants are C(C1=CC(C(=O)O)=CC=C1)(=O)O (isophthalic acid), NC(CO)C (2-amino-1-propanol). Run at temperature 174 fahrenheit. Yields the product CC1N=C(OC1)C1=CC(=CC=C1)C=1OCC(N1)C (4,4'-dimethyl-2,2'-(1,3-phenylene)bis(oxazoline)). RXN SMILES: [C:1]([OH:12])(=O)[C:2]1[CH:10]=[CH:9][CH:8]=[C:4]([C:5]([OH:7])=O)[CH:3]=1.[NH2:13][CH:14]([CH3:17])[CH2:15]O>>[CH3:15][CH:14]1[CH2:17][O:7][C:5]([C:4]2[CH:8]=[CH:9][CH:10]=[C:2]([C:1]3[O:12][CH2:15][CH:14]([CH3:17])[N:13]=3)[CH:3]=2)=[N:13]1. Reported procedure: 50 g of isophthalic acid is refluxed at 165° C. (329° F.) for 18 hr in 150 mL of 2-amino-1-propanol. The bulk of the excess amino alcohol is then distilled off and the remaining viscous liquid dissolved in 200 mL of 2% NaOH. The resulting bis-N-(1-methyl-2-hydroxyethyl)isophthalamide is then precipitated in acetone, filtered and dried. To 10 g of the aforementioned diamide is slowly added 300 mL of thionyl chloride with stirring. The mixture is then heated to reflux (79° C., 174° F.) for approxi... Starting materials: [BH4-].[Na+] (Sodium borohydride), C(C)OC(C(=CC1=C(C=C(C=C1)NC)[N+](=O)[O-])C(=O)OCC)=O (Ethyl-α-carbethoxy-4-methylamino-2-nitrocinnamate), C(C)(=O)O (Acetic acid). Run in C(C)O (ethanol). Conditions: time 1.5 hour. Product: C(C)OC(C(CC1=C(C=C(C=C1)NC)[N+](=O)[O-])C(=O)OCC)=O (Ethyl-α-carbethoxy-4-methylamino-2-nitrodihydrocinnamate). Yield: 91.0%. Reaction SMILES: [BH4-].[Na+].[CH2:3]([O:5][C:6](=[O:25])[C:7]([C:20]([O:22][CH2:23][CH3:24])=[O:21])=[CH:8][C:9]1[CH:14]=[CH:13][C:12]([NH:15][CH3:16])=[CH:11][C:10]=1[N+:17]([O-:19])=[O:18])[CH3:4].C(O)(=O)C>C(O)C>[CH2:3]([O:5][C:6](=[O:25])[CH:7]([C:20]([O:22][CH2:23][CH3:24])=[O:21])[CH2:8][C:9]1[CH:14]=[CH:13][C:12]([NH:15][CH3:16])=[CH:11][C:10]=1[N+:17]([O-:19])=[O:18])[CH3:4] |f:0.1|. Reported procedure: Sodium borohydride (NaBH4) (0.2 g, 5.8 mmol) was added to a slurry of the cinnamic ester (2) (3.4 g, 10.5 mmol) in 100 mL of absolute ethanol and the reaction allowed to stir at room temperature for 1.5 hours. Acetic acid (0.5 mL) was added and the mixture concentrated. The residue was dissolved in 250 mL of CHCl3 and was washed with 100 mL of saturated sodium bicarbonate (NaHCO3) solution, and H2O (100 mL). The organic phase was separated, dried (Na2SO4) and concentrated to produce 3.1 g of an ... Reactants: C(C=C)OC(C1=CC(=C(C=C1)F)[N+](=O)[O-])=O (4-fluoro-3-nitro-benzoic acid allyl ester), O (water), C(C)N(C(C)C)C(C)C (N-ethyldiisopropylamine), C(C)(C)(C)OC(=O)N1CCC(CC1)N (4-amino-piperidine-1-carboxylic acid tert-butyl ester). Run in CN(C)C=O (DMF). Run at temperature 70 celsius, time 1 hour. The product is C(C)(C)(C)OC(=O)N1CCC(CC1)NC1=C(C=C(C=C1)C(=O)OCC=C)[N+](=O)[O-] (4-(4-allyloxycarbonyl-2-nitro-phenylamino)-piperidine-1-carboxylic acid tert-butyl ester). Isolated yield 85.0%. RXN SMILES: [CH2:1]([O:4][C:5](=[O:16])[C:6]1[CH:11]=[CH:10][C:9](F)=[C:8]([N+:13]([O-:15])=[O:14])[CH:7]=1)[CH:2]=[CH2:3].[C:17]([O:21][C:22]([N:24]1[CH2:29][CH2:28][CH:27]([NH2:30])[CH2:26][CH2:25]1)=[O:23])([CH3:20])([CH3:19])[CH3:18].C(N(C(C)C)C(C)C)C.O>CN(C=O)C>[C:17]([O:21][C:22]([N:24]1[CH2:29][CH2:28][CH:27]([NH:30][C:9]2[CH:10]=[CH:11][C:6]([C:5]([O:4][CH2:1][CH:2]=[CH2:3])=[O:16])=[CH:7][C:8]=2[N+:13]([O-:15])=[O:14])[CH2:26][CH2:25]1)=[O:23])([CH3:20])([CH3:18])[CH3:19]. Procedure: To a solution of 4-fluoro-3-nitro-benzoic acid allyl ester (84.3 g, 0.37 mol, 1.0 equiv) and 4-amino-piperidine-1-carboxylic acid tert-butyl ester (75.0 g, 0.37 mol, 1.0 equiv; commercially available) in DMF (500 mL) was added N-ethyldiisopropylamine (111.3 g, 0.86 mol, 2.3 equiv) and the reaction mixture heated at 70° C. for 6 h. The reaction mixture was cooled, poured into water (2 L) and the resulting mixture stirred at rt for 1 h. The precipitate was filtered, washed with water and hexane an... Product: CCCCOC(=O)C1NC(=O)C1N=[N+]=[N-]. Starting materials: CC#N, CCCCOC(=O)C1C(N=[N+]=[N-])C(=O)N1C(c1ccccc1)c1ccccc1, [K+], [K+], [Na+], [Na+], O, O, O, O, O, O, O, O, O, O, O, O, O, O=P([O-])([O-])O, O=S(=O)([O-])OOS(=O)(=O)[O-]. As a reaction SMILES: [CH3:61][C:62]#[N:63].[CH:1]([c:2]1[cH:3][cH:4][cH:5][cH:6][cH:7]1)([c:8]1[cH:9][cH:10][cH:11][cH:12][cH:13]1)[N:14]1[CH:15]([C:22](=[O:23])[O:24][CH2:25][CH2:26][CH2:27][CH3:28])[CH:16]([N:19]=[N+:20]=[N-:21])[C:17]1=[O:18].[K+:39].[K+:40].[Na+:58].[Na+:59].[OH2:41].[OH2:42].[OH2:43].[OH2:44].[OH2:45].[OH2:46].[OH2:47].[OH2:48].[OH2:49].[OH2:50].[OH2:51].[OH2:52].[OH2:60].[P:53]([OH:54])([O-:55])([O-:56])=[O:57].[S:29]([O:30][O:31][S:32]([O-:33])(=[O:34])=[O:35])([O-:36])(=[O:37])=[O:38]>>[NH:14]1[CH:15]([C:22](=[O:23])[O:24][CH2:25][CH2:26][CH2:27][CH3:28])[CH:16]([N:19]=[N+:20]=[N-:21])[C:17]1=[O:18]. The reactants are NC1=C(C=C(C=C1)Br)C(C)=O (1-(2-amino-5-bromo-phenyl)-ethanone), C1(=CC=CC=C1)[Mg]Br (phenyl magnesium bromide). The product is NC1=C(C=C(C=C1)Br)C(C)(O)C1=CC=CC=C1 (1-(2-amino-5-bromophenyl)-1-phenylethanol). Reaction SMILES: [NH2:1][C:2]1[CH:7]=[CH:6][C:5]([Br:8])=[CH:4][C:3]=1[C:9](=[O:11])[CH3:10].[C:12]1([Mg]Br)[CH:17]=[CH:16][CH:15]=[CH:14][CH:13]=1>>[NH2:1][C:2]1[CH:7]=[CH:6][C:5]([Br:8])=[CH:4][C:3]=1[C:9]([C:12]1[CH:17]=[CH:16][CH:15]=[CH:14][CH:13]=1)([OH:11])[CH3:10]. Procedure details: Prepared from 1-(2-amino-5-bromo-phenyl)-ethanone and phenyl magnesium bromide generally according to the procedure described in example 1. 1H-NMR (DMSO-d6) δ 7.32-7.16 (m, 6H), 7.11 (dd, J=2.03, 8.48 Hz, 1H), 6.49 (d, J=8.55 Hz, 1H), 6.02 (s, 1H), 5.16 (s, 2H), 1.74 (s, 3H); MS (ES) m/z 274/276 ([M+H]+, 100%); Anal. Calc. For C14H14BrNO: C, 57.55; H, 4.83; N, 4.79. Found: C, 57.67; H, 4.83; N, 4.79. Starting materials: [OH-].[Na+] (sodium hydroxide), [OH-].[Na+] (sodium hydroxide), COC=1C(=[N+](C=CC1)[O-])C (3-methoxy-2-methylpyridine 1-oxide), C(Cl)(Cl)Cl (chloroform), P(Cl)(Cl)Cl (phosphorus trichloride), C(Cl)(Cl)Cl (chloroform). Solvent: O (water). Reaction conditions: time 20 minute. Yields the product COC=1C(=NC=CC1)C (3-methoxy-2-methylpyridine). Reaction SMILES: [CH3:1][O:2][C:3]1[C:4]([CH3:10])=[N+:5]([O-])[CH:6]=[CH:7][CH:8]=1.C(Cl)(Cl)Cl.P(Cl)(Cl)Cl.[OH-].[Na+]>O>[CH3:1][O:2][C:3]1[C:4]([CH3:10])=[N:5][CH:6]=[CH:7][CH:8]=1 |f:3.4|. Reported procedure: Under a nitrogen atmosphere, a magnetically stirred solution of 25.8 g (0.185 mole) of 3-methoxy-2-methylpyridine 1-oxide and 200 ml of chloroform cooled to 0° C. was treated dropwise a solution of 75.6 g (0.556 mole) of phosphorus trichloride and 50 ml of chloroform. The temperature was maintained at <10° C. during the addition. The solution was stirred for 20 minutes after the addition was complete, was allowed to warm to room temperature, and was then heated under reflux for an hour. When aga... Reactants: C[O-].[Na+] (sodium methoxide), COC(C1=CC(=CC=C1)OC1=CC=CC=C1)=O (methyl-3-phenoxybenzoate), C(C)#N (acetonitrile). Product: O(C1=CC=CC=C1)C=1C=C(C(=O)CC#N)C=CC1 (3-phenoxybenzoylacetonitrile). The yield is 65.0%. Reaction SMILES: C[O-].[Na+].CO[C:6](=[O:20])[C:7]1[CH:12]=[CH:11][CH:10]=[C:9]([O:13][C:14]2[CH:19]=[CH:18][CH:17]=[CH:16][CH:15]=2)[CH:8]=1.[C:21](#[N:23])[CH3:22]>>[O:13]([C:9]1[CH:8]=[C:7]([CH:12]=[CH:11][CH:10]=1)[C:6]([CH2:22][C:21]#[N:23])=[O:20])[C:14]1[CH:15]=[CH:16][CH:17]=[CH:18][CH:19]=1 |f:0.1|. Reported procedure: A solution of sodium methoxide (from 1.2 g sodium in 25 ml methanol) was added dropwise over 2 hours to a refluxing solution of methyl-3-phenoxybenzoate (11 g) in acetonitrile (100 ml) under a nitrogen atmosphere while distilling off methanol and excess acetonitrile. After complete removal of methanol the reaction mixture was poured onto ice-water (200 g) and acidified with 50% HCl. The solid was filtered off and dried to give the title compound (7.5 g, 65%) as a white solid of m.p. 95°-96° C. Starting materials: [O-]B[O-], C=Cc1ccc(C2CCC(NC(=O)OCc3ccccc3)(C(=O)OC)C2)cc1, C1CCOC1, B1C2CCCC1CCC2, [Na+], [OH-], OO. The product is COC(=O)C1(NC(=O)OCc2ccccc2)CCC(c2ccc(CCO)cc2)C1. As a reaction SMILES: [BH:38]([O-:39])[O-:40].[CH2:10]([c:11]1[cH:12][cH:13][cH:14][cH:15][cH:16]1)[O:17][C:18](=[O:19])[NH:20][C:21]1([C:34](=[O:35])[O:36][CH3:37])[CH2:22][CH:23]([c:26]2[cH:27][cH:28][c:29]([CH:32]=[CH2:33])[cH:30][cH:31]2)[CH2:24][CH2:25]1.[CH2:45]1[O:46][CH2:47][CH2:48][CH2:49]1.[CH:1]12[CH2:2][CH2:3][CH2:4][CH:5]([BH:6]1)[CH2:7][CH2:8][CH2:9]2.[Na+:42].[OH-:41].[OH:43][OH:44]>>[CH2:10]([c:11]1[cH:12][cH:13][cH:14][cH:15][cH:16]1)[O:17][C:18](=[O:19])[NH:20][C:21]1([C:34](=[O:35])[O:36][CH3:37])[CH2:22][CH:23]([c:26]2[cH:27][cH:28][c:29]([CH2:32][CH2:33][OH:39])[cH:30][cH:31]2)[CH2:24][CH2:25]1. Reactants: title compounds, Cl (hydrochloride), ClC=1C=C2C(=C(N(C2=CC1)C1=CC=C(C=C1)Cl)CCN(C)C)C (5-chloro-1-p-chlorophenyl-2-(2-dimethylaminoethyl)-3-methylindole), Cl (hydrochloride). The solvent is CC(=O)C (acetone). Yields the product ClC=1C=C2C(C(N(C2=CC1)C1=CC=C(C=C1)Cl)CCN(C)C)C (5-chloro-1-p-chlorophenyl-2-(2-dimethylaminoethyl)-3-methylindoline). As a reaction SMILES: [Cl:1][C:2]1[CH:3]=[C:4]2[C:8](=[CH:9][CH:10]=1)[N:7]([C:11]1[CH:16]=[CH:15][C:14]([Cl:17])=[CH:13][CH:12]=1)[C:6]([CH2:18][CH2:19][N:20]([CH3:22])[CH3:21])=[C:5]2[CH3:23].Cl>CC(C)=O>[Cl:1][C:2]1[CH:3]=[C:4]2[C:8](=[CH:9][CH:10]=1)[N:7]([C:11]1[CH:16]=[CH:15][C:14]([Cl:17])=[CH:13][CH:12]=1)[CH:6]([CH2:18][CH2:19][N:20]([CH3:21])[CH3:22])[CH:5]2[CH3:23]. Reported procedure: The title compounds are produced in analogous manner to Example 2, using 5-chloro-1-p-chlorophenyl-2-(2-dimethylaminoethyl)-3-methylindole as starting compound. The major product is the cis compound. M.Pt. of the hydrochloride: 187°-190°. The trans compound is isolated from the mother liquor. M.Pt. of the hydrochloride: 163°-168° (both from acetone). Reactants: Cl.CN(CCCN=C=NCC)C (N-(3-dimethylaminopropyl)-N′-ethylcarbodiimide hydrochloride), FC=1C=C(C=NC1)C=1SC(=C(N1)C)C1=NN(C(=C1)C(=O)O)C (3-[2-(5-Fluoropyridin-3-yl)-4-methyl-1,3-thiazol-5-yl]-1-methyl-1H-pyrazole-5-carboxylic acid), CS(=O)(=O)N (methanesulphonamide). The reagents and catalysts are CN(C1=CC=NC=C1)C (4-Dimethylaminopyridine). The solvent is ClCCl (dichloromethane). Run at temperature 0 celsius, time 2 hour. Product: FC=1C=C(C=NC1)C=1SC(=C(N1)C)C1=NN(C(=C1)C(=O)NS(=O)(=O)C)C (3-[2-(5-Fluoropyridin-3-yl)-4-methyl-1,3-thiazol-5-yl]-1-methyl-N-(methyl sulphonyl)-1H-pyrazole-5-carboxamide). As a reaction SMILES: [F:1][C:2]1[CH:3]=[C:4]([C:8]2[S:9][C:10]([C:14]3[CH:18]=[C:17]([C:19](O)=[O:20])[N:16]([CH3:22])[N:15]=3)=[C:11]([CH3:13])[N:12]=2)[CH:5]=[N:6][CH:7]=1.[CH3:23][S:24]([NH2:27])(=[O:26])=[O:25].Cl.CN(C)CCCN=C=NCC>CN(C)C1C=CN=CC=1.ClCCl>[F:1][C:2]1[CH:3]=[C:4]([C:8]2[S:9][C:10]([C:14]3[CH:18]=[C:17]([C:19]([NH:27][S:24]([CH3:23])(=[O:26])=[O:25])=[O:20])[N:16]([CH3:22])[N:15]=3)=[C:11]([CH3:13])[N:12]=2)[CH:5]=[N:6][CH:7]=1 |f:2.3|. Reported procedure: 3-[2-(5-Fluoropyridin-3-yl)-4-methyl-1,3-thiazol-5-yl]-1-methyl-1H-pyrazole-5-carboxylic acid (0.08 g, 0.25 mmol) and methanesulphonamide (0.024 g, 0.25 mmol) were initially charged in ice-cooled dichloromethane (10 ml). 4-Dimethylaminopyridine (0.006 g, 0.05 mmol) and N-(3-dimethylaminopropyl)-N′-ethylcarbodiimide hydrochloride (0.053 g, 0.275 mmol) were added. The reaction mixture was stirred at 0° C. for 2 h and then at room temperature for 16 h. The solvent was removed under reduced pressure...